The task is: describe an organic reaction: reactants, conditions, products, and yield. This data is from the Open Reaction Database (ORD), a public repository of structured organic reaction records. Starting materials: C(C)OC(C(CC1=CC(=C(C=C1)O)F)OCC)=O ([rac]-2-ethoxy-3-(3-fluoro-4-hydroxy-phenyl)-propionic acid ethyl ester), C(C)(C)(C)C1=CC=C(C=C1)C=1SC=C(N1)CCl (2-(4-tert-butyl-phenyl)-4-chloromethyl-thiazole), C([O-])([O-])=O.[Cs+].[Cs+] (cesium carbonate). Solvent: C(C)#N (acetonitrile). Yields the product C(C)OC(C(CC1=CC(=C(C=C1)OCC=1N=C(SC1)C1=CC=C(C=C1)C(C)(C)C)F)OCC)=O ([rac]-3-{4-[2-(4-tert-butyl-phenyl)-thiazol-4-ylmethoxy]-3-fluoro-phenyl}-2-ethoxy-propionic acid ethyl ester). Reaction SMILES: [CH2:1]([O:3][C:4](=[O:18])[CH:5]([O:15][CH2:16][CH3:17])[CH2:6][C:7]1[CH:12]=[CH:11][C:10]([OH:13])=[C:9]([F:14])[CH:8]=1)[CH3:2].[C:19]([C:23]1[CH:28]=[CH:27][C:26]([C:29]2[S:30][CH:31]=[C:32]([CH2:34]Cl)[N:33]=2)=[CH:25][CH:24]=1)([CH3:22])([CH3:21])[CH3:20].C(=O)([O-])[O-].[Cs+].[Cs+]>C(#N)C>[CH2:1]([O:3][C:4](=[O:18])[CH:5]([O:15][CH2:16][CH3:17])[CH2:6][C:7]1[CH:12]=[CH:11][C:10]([O:13][CH2:34][C:32]2[N:33]=[C:29]([C:26]3[CH:27]=[CH:28][C:23]([C:19]([CH3:22])([CH3:21])[CH3:20])=[CH:24][CH:25]=3)[S:30][CH:31]=2)=[C:9]([F:14])[CH:8]=1)[CH3:2] |f:2.3.4|. Procedure details: In analogy to the procedure described in example 4 d], [rac]-2-ethoxy-3-(3-fluoro-4-hydroxy-phenyl)-propionic acid ethyl ester was reacted with 2-(4-tert-butyl-phenyl)-4-chloromethyl-thiazole (example 4 a]) in acetonitrile in the presence of cesium carbonate to yield [rac]-3-{4-[2-(4-tert-butyl-phenyl)-thiazol-4-ylmethoxy]-3-fluoro-phenyl}-2-ethoxy-propionic acid ethyl ester, which was further saponified in analogy to the procedure described in example 4 e], to yield [rac]-3-{4-[2-(4-tert-butyl-... Reactants: OBO, CCc1ccc(N)c(Br)c1, FC(F)(F)c1ccccc1. Yields the product CCc1ccc(N)c(-c2cccc(C(F)(F)F)c2)c1. RXN SMILES: [BH:11]([OH:12])[OH:13].[Br:1][c:2]1[c:3]([NH2:4])[cH:5][cH:6][c:7]([CH2:9][CH3:10])[cH:8]1.[F:14][C:15]([c:16]1[cH:17][cH:18][cH:19][cH:20][cH:21]1)([F:22])[F:23]>>[c:2]1(-[c:20]2[cH:19][cH:18][cH:17][c:16]([C:15]([F:14])([F:22])[F:23])[cH:21]2)[c:3]([NH2:4])[cH:5][cH:6][c:7]([CH2:9][CH3:10])[cH:8]1. Starting materials: BrC=1C=NC=2N(C1)N=C(C2)C(=O)N2C(C1=C(CC2)C=CN1)C ((6-Bromo-pyrazolo[1,5-a]pyrimidin-2-yl)-(7-methyl-1,4,5,7-tetrahydro-pyrrolo[2,3-c]pyridin-6-yl)-methanone), FC=1OC2=C(C(NCC2)C)N1 (2-fluoro-4-methyl-4,5,6,7-tetrahydrooxazolo[4,5-c]pyridine). Product: BrC=1C=NC=2N(C1)N=C(C2)C(=O)N2C(C1=C(CC2)OC(=N1)F)C ((6-Bromo-pyrazolo[1,5-a]pyrimidin-2-yl)-(2-fluoro-4-methyl-6,7-dihydro-4H-oxazolo[4,5-c]pyridin-5-yl)-methanone). As a reaction SMILES: [Br:1][C:2]1[CH:3]=[N:4][C:5]2[N:6]([N:8]=[C:9]([C:11](N3CCC4C=CNC=4C3C)=[O:12])[CH:10]=2)[CH:7]=1.[F:23][C:24]1[O:25][C:26]2[CH2:31][CH2:30][NH:29][CH:28]([CH3:32])[C:27]=2[N:33]=1>>[Br:1][C:2]1[CH:3]=[N:4][C:5]2[N:6]([N:8]=[C:9]([C:11]([N:29]3[CH2:30][CH2:31][C:26]4[O:25][C:24]([F:23])=[N:33][C:27]=4[CH:28]3[CH3:32])=[O:12])[CH:10]=2)[CH:7]=1. Procedure: (6-Bromo-pyrazolo[1,5-a]pyrimidin-2-yl)-(7-methyl-1,4,5,7-tetrahydro-pyrrolo[2,3-c]pyridin-6-yl)-methanone is reacted with 2-fluoro-4-methyl-4,5,6,7-tetrahydrooxazolo[4,5-c]pyridine to provide the title compound. The reactants are FC1=CC=C(C=C1)C#C (4-fluorophenyl acetylene), C(=O)[C@H]1[C@H](CC(N1C)=O)C1=CC=CC=C1 ((±)-(4R*,5R*)-5-formyl-1-methyl-4-phenylpyrrolidin-2-one), compound. Reagents/catalysts: [Pd] (Palladium on carbon). Run in CCOC(=O)C (EtOAc), CCOC(=O)C (EtOAc). Run at time 8 hour. The product is FC1=CC=C(C=C1)C#C[C@@H](O)[C@H]1[C@H](CC(N1C)=O)C1=CC=CC=C1 ((±)-(4R*,5R*)-5-[(1R*)3-(4-Fluorophenyl) 1-hydroxyprop-2-ynyl]-1-methyl-4-phenylpyrrolidin-2-one), FC1=CC=C(C=C1)CC[C@@H](O)[C@H]1[C@H](CC(N1C)=O)C1=CC=CC=C1 ((±)-5-[(1R*)-3-(4-fluorophenyl)-1-hydroxypropyl](4R*,5R*)-1-methyl-4-phenylpyrrolidin-2-one). Isolated yield 100.0%. As a reaction SMILES: [F:1][C:2]1[CH:7]=[CH:6][C:5]([C:8]#[CH:9])=[CH:4][CH:3]=1.[CH:10]([C@@H:12]1[N:16]([CH3:17])[C:15](=[O:18])[CH2:14][C@@H:13]1[C:19]1[CH:24]=[CH:23][CH:22]=[CH:21][CH:20]=1)=[O:11]>CCOC(C)=O.[Pd]>[F:1][C:2]1[CH:7]=[CH:6][C:5]([C:8]#[C:9][C@H:10]([C@@H:12]2[N:16]([CH3:17])[C:15](=[O:18])[CH2:14][C@@H:13]2[C:19]2[CH:24]=[CH:23][CH:22]=[CH:21][CH:20]=2)[OH:11])=[CH:4][CH:3]=1.[F:1][C:2]1[CH:7]=[CH:6][C:5]([CH2:8][CH2:9][C@H:10]([C@@H:12]2[N:16]([CH3:17])[C:15](=[O:18])[CH2:14][C@@H:13]2[C:19]2[CH:24]=[CH:23][CH:22]=[CH:21][CH:20]=2)[OH:11])=[CH:4][CH:3]=1. Procedure: (±)-(4R*,5R*)-5-[(1R*)3-(4-Fluorophenyl) 1-hydroxyprop-2-ynyl]-1-methyl-4-phenylpyrrolidin-2-one was prepared from 4-fluorophenyl acetylene and Intermediate Z using a method analogous to that described for Examples 8. A solution of this compound (52 mg, 0.16 mmol) in EtOAc (5 mL) was added to a catalyst slurry prepared by addition of EtOAc (10 mL) to 10% Palladium on carbon (20 mg) under an Ar atmosphere. The reaction mixture was stirred under a H2 atmosphere (1 Atm) overnight. The resulting mix... Reactants: Cl.CN(C)CC1CCC=2N(C3=CC=CC=C3C2C1=O)C (3-[(dimethylamino)methyl]-1,2,3,9-tetrahydro-9-methyl-4H-carbazol-4-one hydrochloride), CC=1NC=CN1 (2-methylimidazole). The solvent is O (water). The product is CN1C2=CC=CC=C2C=2C(C(CCC12)CN1C(=NC=C1)C)=O (1,2,3,9-Tetrahydro-9-methyl-3-[(2-methyl-1H-imidazol-1-yl)methyl]-4H-carbazol-4-one). Isolated yield 99.8%. Reaction SMILES: Cl.CN([CH2:5][CH:6]1[C:18](=[O:19])[C:17]2[C:16]3[C:11](=[CH:12][CH:13]=[CH:14][CH:15]=3)[N:10]([CH3:20])[C:9]=2[CH2:8][CH2:7]1)C.[CH3:21][C:22]1[NH:23][CH:24]=[CH:25][N:26]=1>O>[CH3:20][N:10]1[C:9]2[CH2:8][CH2:7][CH:6]([CH2:5][N:23]3[CH:24]=[CH:25][N:26]=[C:22]3[CH3:21])[C:18](=[O:19])[C:17]=2[C:16]2[C:11]1=[CH:12][CH:13]=[CH:14][CH:15]=2 |f:0.1|. Procedure: A solution of 3-[(dimethylamino)methyl]-1,2,3,9-tetrahydro-9-methyl-4H-carbazol-4-one hydrochloride (1.7 g) in water (17 ml) was treated with 2-methylimidazole (1.4 g) and then heated under reflux for 20 h. The cooled mixture was filtered and the residue washed with water (3×15 ml) to give a product (1.7 g) m.p. 221°-221.5°. This material was recrystallised from methanol to give the title compound (1.4 g) m.p. 231°-232°. Starting materials: COC(COC1=C2C(=C(C(=NC2=C(C=C1)Cl)C)CC1=CC=C(C=C1)Cl)OC)=O ([8-chloro-3-(4-chlorobenzyl)-4-methoxy-2-methylquinolin-5-yloxy]acetic acid methyl ester), CO (methanol), [OH-].[Li+] (lithium hydroxide). Run in O (water). Reaction conditions: time 15 hour. Product: ClC=1C=CC(=C2C(=C(C(=NC12)C)CC1=CC=C(C=C1)Cl)OC)OCC(=O)O ([8-chloro-3-(4-chlorobenzyl)-4-methoxy-2-methylquinolin-5-yloxy]acetic Acid). Reaction SMILES: C[O:2][C:3](=[O:28])[CH2:4][O:5][C:6]1[CH:15]=[CH:14][C:13]([Cl:16])=[C:12]2[C:7]=1[C:8]([O:26][CH3:27])=[C:9]([CH2:18][C:19]1[CH:24]=[CH:23][C:22]([Cl:25])=[CH:21][CH:20]=1)[C:10]([CH3:17])=[N:11]2.CO.[OH-].[Li+]>O>[Cl:16][C:13]1[CH:14]=[CH:15][C:6]([O:5][CH2:4][C:3]([OH:28])=[O:2])=[C:7]2[C:12]=1[N:11]=[C:10]([CH3:17])[C:9]([CH2:18][C:19]1[CH:20]=[CH:21][C:22]([Cl:25])=[CH:23][CH:24]=1)=[C:8]2[O:26][CH3:27] |f:2.3|. Procedure: A mixture of [8-chloro-3-(4-chlorobenzyl)-4-methoxy-2-methylquinolin-5-yloxy]acetic acid methyl ester (0.059 g), methanol (2.0 mL), saturated aqueous lithium hydroxide solution (0.25 mL) and water (0.4 mL) was stirred at room temperature for 15 hours, The methanol was removed under reduced pressure and the pH of the residue adjusted to 1 by the addition of 1.0 M aqueous hydrochloric acid. Purification by preparative reverse-phase HPLC using a gradient over 30 minutes of acetonitrile in water (20... Reactants: Clc1ccc(CBr)c(Br)c1, O=Cc1ccc2[nH]ncc2c1. The product is O=Cc1ccc2c(cnn2Cc2ccc(Cl)cc2Br)c1. As a reaction SMILES: [Br:12][c:13]1[c:14]([CH2:20][Br:21])[cH:15][cH:16][c:17]([Cl:19])[cH:18]1.[nH:1]1[n:2][cH:3][c:4]2[cH:5][c:6]([CH:10]=[O:11])[cH:7][cH:8][c:9]12>>[n:1]1([CH2:20][c:14]2[c:13]([Br:12])[cH:18][c:17]([Cl:19])[cH:16][cH:15]2)[n:2][cH:3][c:4]2[cH:5][c:6]([CH:10]=[O:11])[cH:7][cH:8][c:9]12.